From a dataset of the Open Reaction Database (ORD), a public repository of structured organic reaction records. describe an organic reaction: reactants, conditions, products, and yield Starting materials: FC1=C(C2=CC=C(C(=C2C=C1)C(F)(F)F)OC)C(=O)N(CC(=O)OC(C)(C)C)C(=O)OCC (N-[[2-fluoro-6-methoxy-5-(trifluoromethyl)-1-naphthalenyl]carbonyl]-N-(ethoxycarbonyl)glycine, 1,1-dimethylethyl ester), resultant suspension. Solvent: C(=O)O (formic acid), O (water). Reaction conditions: time 10 minute. Yields the product C(C)OC(=O)N(CC(=O)O)C(=O)C1=C(C=CC2=C(C(=CC=C12)OC)C(F)(F)F)F (N-(Ethoxycarbonyl)-N-[[2-fluoro-6-methoxy-5-(trifluoromethyl)-1-naphthalenyl]carbonyl]glycine). Isolated yield 57.2%. RXN SMILES: [F:1][C:2]1[CH:11]=[CH:10][C:9]2[C:4](=[CH:5][CH:6]=[C:7]([O:16][CH3:17])[C:8]=2[C:12]([F:15])([F:14])[F:13])[C:3]=1[C:18]([N:20]([C:29]([O:31][CH2:32][CH3:33])=[O:30])[CH2:21][C:22]([O:24]C(C)(C)C)=[O:23])=[O:19]>C(O)=O.O>[CH2:32]([O:31][C:29]([N:20]([C:18]([C:3]1[C:4]2[C:9](=[C:8]([C:12]([F:13])([F:15])[F:14])[C:7]([O:16][CH3:17])=[CH:6][CH:5]=2)[CH:10]=[CH:11][C:2]=1[F:1])=[O:19])[CH2:21][C:22]([OH:24])=[O:23])=[O:30])[CH3:33]. Procedure details: A suspension of N-[[2-fluoro-6-methoxy-5-(trifluoromethyl)-1-naphthalenyl]carbonyl]-N-(ethoxycarbonyl)glycine, 1,1-dimethylethyl ester (2.40 g, 5.07 mmol) in formic acid (90 mL) was stirred at room temperature under a dry nitrogen atmosphere. After 10 minutes, dissolution occurred. After 11/2 hours, the reaction solution was diluted with water (1 L). The resultant suspension was stirred rapidly for 45 minutes, then filtered. The solid was washed with water (3×20 mL), air dried, and recrystallize...